Dataset: the Open Reaction Database (ORD), a public repository of structured organic reaction records. Task: describe an organic reaction: reactants, conditions, products, and yield Reactants: NCC1CN(Cc2ccc(Cl)c(Cl)c2)CCO1, O=C=Nc1ccc(-c2ccccc2)cc1. Product: O=C(NCC1CN(Cc2ccc(Cl)c(Cl)c2)CCO1)Nc1ccc(-c2ccccc2)cc1. Reaction SMILES: [Cl:1][c:2]1[cH:3][c:4]([CH2:5][N:6]2[CH2:7][CH:8]([CH2:12][NH2:13])[O:9][CH2:10][CH2:11]2)[cH:14][cH:15][c:16]1[Cl:17].[N:18](=[C:19]=[O:20])[c:21]1[cH:22][cH:23][c:24](-[c:27]2[cH:28][cH:29][cH:30][cH:31][cH:32]2)[cH:25][cH:26]1>>[Cl:1][c:2]1[cH:3][c:4]([CH2:5][N:6]2[CH2:7][CH:8]([CH2:12][NH:13][C:19]([NH:18][c:21]3[cH:22][cH:23][c:24](-[c:27]4[cH:28][cH:29][cH:30][cH:31][cH:32]4)[cH:25][cH:26]3)=[O:20])[O:9][CH2:10][CH2:11]2)[cH:14][cH:15][c:16]1[Cl:17]. Starting materials: S1C(=CC=C1)S (thiophene-2-thiol), C([O-])([O-])=O.[Cs+].[Cs+] (cesium carbonate), O (water), BrCC(=O)OC (methyl bromoacetate). The solvent is CN(C)C=O (DMF). Reaction conditions: time 15 minute. The product is S1C(=CC=C1)SCC(=O)OC (methyl 2-(2-thienylthio)acetate). Yield: 78.6%. Reaction SMILES: [S:1]1[CH:5]=[CH:4][CH:3]=[C:2]1[SH:6].C(=O)([O-])[O-].[Cs+].[Cs+].Br[CH2:14][C:15]([O:17][CH3:18])=[O:16].O>CN(C=O)C>[S:1]1[CH:5]=[CH:4][CH:3]=[C:2]1[S:6][CH2:14][C:15]([O:17][CH3:18])=[O:16] |f:1.2.3|. Procedure: To a solution of thiophene-2-thiol (1.2 g, 10.3 mmol) in anhydrous DMF (30 mL) was added cesium carbonate (3.9 g, 12 mmol) and the resulting suspension was stirred for 15 min at ambient temperature, then treated with methyl bromoacetate (1.53 g, 10 mmol). The purple suspension was stirred for 1 h, then poured into water (30 mL) and extracted twice with 300 mL EtOAc. The combined organic extracts were washed with brine, dried, filtered, concentrated and the residue was purified via column chromat... Reactants: [N+](=O)(O)[O-].OCCCCCNC1=CC=NC2=CC(=CC=C12)Cl (4-(5-hydroxypentyl)amino-7-chloro-quinoline nitrate), CI (methyl iodide). Solvent: C(C)OCC (diethyl ether). The product is [I-].[N+](=O)([O-])[O-].CN1CC=C(C2=CC=C(C=C12)Cl)NCCCCCO (1-methyl-4-(5-hydroxypentyl)amino-7-chloro-quinoline nitrate iodide). RXN SMILES: [N+:1]([O-:4])([OH:3])=[O:2].[OH:5][CH2:6][CH2:7][CH2:8][CH2:9][CH2:10][NH:11][C:12]1[C:21]2[C:16](=[CH:17][C:18]([Cl:22])=[CH:19][CH:20]=2)[N:15]=[CH:14][CH:13]=1.[CH3:23][I:24]>C(OCC)C>[I-:24].[N+:1]([O-:4])([O-:3])=[O:2].[CH3:23][N:15]1[C:16]2[C:21](=[CH:20][CH:19]=[C:18]([Cl:22])[CH:17]=2)[C:12]([NH:11][CH2:10][CH2:9][CH2:8][CH2:7][CH2:6][OH:5])=[CH:13][CH2:14]1 |f:0.1,4.5.6|. Procedure: A mixture of 3.0 g. of 4-(5-hydroxypentyl)amino-7-chloro-quinoline nitrate and 20 ml. of methyl iodide is refluxed for 20 minutes. To the cooled reaction mixture is added dry diethyl ether to complete crystallization and the solids are collected by filtration, washed twice with diethyl ether and dried in a high vacuum to obtain 1-methyl-4-(5-hydroxypentyl)amino-7-chloro-quinoline nitrate iodide, m.p. 184°-186° C.(decomp). Reaction SMILES: [CH2:1]([O:2][CH:3]([CH3:4])[O:6][CH2:7][CH2:8][C:9]#[C:10][C:11](=[O:12])[O:13][CH2:14][c:15]1[cH:16][cH:17][cH:18][cH:19][cH:20]1)[CH3:5].[CH3:22][C:23](=[O:24])[CH3:25].[CH3:27][CH2:28][O:29][C:30](=[O:31])[CH3:32].[ClH:21].[OH2:26]>>[OH:6][CH2:7][CH2:8][C:9]#[C:10][C:11](=[O:12])[O:13][CH2:14][c:15]1[cH:16][cH:17][cH:18][cH:19][cH:20]1. Product: O=C(C#CCCO)OCc1ccccc1. Starting materials: CCOC(C)OCCC#CC(=O)OCc1ccccc1, CC(C)=O, CCOC(C)=O, Cl, O. The product is N1(CCCCC1)CC1=CC=C(N\C(\C2=CC=CC=C2)=C\2/C(NC3=CC(=CC=C23)C2=C(C=CC=C2)C)=O)C=C1 (3-(Z)-{1-[4-(piperidin-1-yl-methyl)-anilino]-1-phenyl-methylidene}-6-(2-tolyl)-2-indolinone). Reaction SMILES: C([N:4]1[C:12]2[C:7](=[CH:8][CH:9]=[C:10]([C:13]3[CH:18]=[CH:17][CH:16]=[CH:15][C:14]=3[CH3:19])[CH:11]=2)[C:6](=[C:20](OCC)[C:21]2[CH:26]=[CH:25][CH:24]=[CH:23][CH:22]=2)[C:5]1=[O:30])(=O)C.[N:31]1([CH2:37][C:38]2[CH:44]=[CH:43][C:41]([NH2:42])=[CH:40][CH:39]=2)[CH2:36][CH2:35][CH2:34][CH2:33][CH2:32]1>>[N:31]1([CH2:37][C:38]2[CH:39]=[CH:40][C:41]([NH:42]/[C:20](=[C:6]3\[C:5](=[O:30])[NH:4][C:12]4[C:7]\3=[CH:8][CH:9]=[C:10]([C:13]3[CH:18]=[CH:17][CH:16]=[CH:15][C:14]=3[CH3:19])[CH:11]=4)/[C:21]3[CH:22]=[CH:23][CH:24]=[CH:25][CH:26]=3)=[CH:43][CH:44]=2)[CH2:32][CH2:33][CH2:34][CH2:35][CH2:36]1. Reported procedure: Prepared from 1-acetyl-3-(1-ethoxy-1-phenyl-methylidene)-6-(2-tolyl)-2-indolinone and 4-(piperidin-1-yl-methyl)-aniline Starting materials: C(C)(=O)N1C(C(C2=CC=C(C=C12)C1=C(C=CC=C1)C)=C(C1=CC=CC=C1)OCC)=O (1-acetyl-3-(1-ethoxy-1-phenyl-methylidene)-6-(2-tolyl)-2-indolinone), N1(CCCCC1)CC1=CC=C(N)C=C1 (4-(piperidin-1-yl-methyl)-aniline). Starting materials: OC1=C(C=C2CCNC3CC4=C(C1=C23)C=C(C(=C4)OC)OC)OC ((±)-5,6,6a,7-Tetrahydro-1-hydroxy-2,9,10-trimethoxy-4H-dibenzo(de,g)quinoline), C([O-])(O)=O.[Na+] (sodium bicarbonate), C(C#C)Br (propargyl bromide). Solvent: C(C)O (ethanol). Run at time 1 hour. Product: C(C#C)N1CCC=2C3=C(C4=C(CC13)C=C(C(=C4)OC)OC)C(=C(C2)OC)O ((±)-6-propargyl-5,6,6a,7-tetrahydro-1-hydroxy-2,9,10-trimethoxy-4H-dibenzo(de,g)quinoline). As a reaction SMILES: [OH:1][C:2]1[C:13]2=[C:14]3[CH:9]([CH2:10][C:11]4[CH:18]=[C:17]([O:19][CH3:20])[C:16]([O:21][CH3:22])=[CH:15][C:12]=42)[NH:8][CH2:7][CH2:6][C:5]3=[CH:4][C:3]=1[O:23][CH3:24].C(=O)(O)[O-].[Na+].[CH2:30](Br)[C:31]#[CH:32]>C(O)C>[CH2:32]([N:8]1[CH:9]2[C:14]3=[C:13]([C:2]([OH:1])=[C:3]([O:23][CH3:24])[CH:4]=[C:5]3[CH2:6][CH2:7]1)[C:12]1[CH:15]=[C:16]([O:21][CH3:22])[C:17]([O:19][CH3:20])=[CH:18][C:11]=1[CH2:10]2)[C:31]#[CH:30] |f:1.2|. Procedure details: 12.0 g. (2.7 mmol) (±)-5,6,6a,7-Tetrahydro-1-hydroxy-2,9,10-trimethoxy-4H-dibenzo(de,g)quinoline are dissolved in 25 ml. ethanol and mixed with 560 mg. sodium bicarbonate and 0.26 ml. (2.95 mmol) propargyl bromide. The reaction mixture is stirred for 1 hour at ambient temperature and then for 2 hours at 80° C. under reflux. The usual working up and crystallisation from ethanol gives (±)-6-propargyl-5,6,6a,7-tetrahydro-1-hydroxy-2,9,10-trimethoxy-4H-dibenzo(de,g)quinoline;